describe an organic reaction: reactants, conditions, products, and yield From a dataset of the Open Reaction Database (ORD), a public repository of structured organic reaction records. The reactants are CCN(C(C)C)C(C)C, ClCCl, CS(=O)(=O)c1cc(F)ccc1N1CCNCC1, O=S(=O)(Cl)c1ccc2ccccc2c1. Yields the product CS(=O)(=O)c1cc(F)ccc1N1CCN(S(=O)(=O)c2ccc3ccccc3c2)CC1. As a reaction SMILES: [CH:32]([N:33]([CH:34]([CH3:35])[CH3:36])[CH2:37][CH3:38])([CH3:39])[CH3:40].[Cl:41][CH2:42][Cl:43].[F:1][c:2]1[cH:3][c:4]([S:14](=[O:15])(=[O:16])[CH3:17])[c:5]([N:8]2[CH2:9][CH2:10][NH:11][CH2:12][CH2:13]2)[cH:6][cH:7]1.[cH:18]1[c:19]([S:28](=[O:29])(=[O:30])[Cl:31])[cH:20][cH:21][c:22]2[cH:23][cH:24][cH:25][cH:26][c:27]12>>[F:1][c:2]1[cH:3][c:4]([S:14](=[O:15])(=[O:16])[CH3:17])[c:5]([N:8]2[CH2:9][CH2:10][N:11]([S:28]([c:19]3[cH:18][c:27]4[c:22]([cH:21][cH:20]3)[cH:23][cH:24][cH:25][cH:26]4)(=[O:29])=[O:30])[CH2:12][CH2:13]2)[cH:6][cH:7]1. Reactants: O(C1=CC=CC=C1)C=1C=C(C=CC1)Br (3-phenoxyphenyl bromide), [Mg] (magnesium), C(C)(=O)OCC(=CC1(CC1)C1=CC=C(C=C1)F)F (1-(3-Acetoxy-2-fluoroprop-1-enyl )-1-(4-fluorophenyl)cyclopropane), Grignard reagent. Run in O1CCCC1 (tetrahydrofuran). Yields the product FC(=CC1(CC1)C1=CC=C(C=C1)F)CC1=CC(=CC=C1)OC1=CC=CC=C1 (1-(2-fluoro-3-(3-phenoxyphenyl)prop-1-enyl)-1-(4 -fluorophenyl)cyclopropane). The yield is 27.8%. RXN SMILES: [O:1]([C:8]1[CH:9]=[C:10](Br)[CH:11]=[CH:12][CH:13]=1)[C:2]1[CH:7]=[CH:6][CH:5]=[CH:4][CH:3]=1.[Mg].C(O[CH2:20][C:21]([F:33])=[CH:22][C:23]1([C:26]2[CH:31]=[CH:30][C:29]([F:32])=[CH:28][CH:27]=2)[CH2:25][CH2:24]1)(=O)C>O1CCCC1>[F:33][C:21]([CH2:20][C:10]1[CH:11]=[CH:12][CH:13]=[C:8]([O:1][C:2]2[CH:7]=[CH:6][CH:5]=[CH:4][CH:3]=2)[CH:9]=1)=[CH:22][C:23]1([C:26]2[CH:27]=[CH:28][C:29]([F:32])=[CH:30][CH:31]=2)[CH2:24][CH2:25]1. Reported procedure: The method of Example 25 was repeated using a Grignard reagent, prepared from 3-phenoxyphenyl bromide (0.38 g), tetrahydrofuran (2 ml) and magnesium (28 mg) and 1-(3-acetoxy-2-fluoroprop-1-enyl)-1-(4-fluorophenyl)cyclopropane (Example 20) (0.12 g). The residue after evaporation was purified by preparative thin layer chromatography (solvent: diethyl ether/hexane; 1:9) and then preparative high performance liquid chromatography (column: phenyl; solvent: methanol; flow rate: 2 ml/min) to afford 1-(... Reaction SMILES: [C:1]([N:3]1[C:11]2[CH:10]=[CH:9][C:8]([CH3:12])=[CH:7][C:6]=2[C:5]2[CH2:13][N:14]([CH3:17])[CH2:15][CH2:16][C:4]1=2)#[CH:2].Br[C:19]1[CH:20]=[CH:21][C:22]([CH:25]2[CH2:27][CH2:26]2)=[N:23][CH:24]=1.CCCC[N+](CCCC)(CCCC)CCCC.[F-]>O>[CH:25]1([C:22]2[N:23]=[CH:24][C:19]([C:2]#[C:1][N:3]3[C:11]4[CH:10]=[CH:9][C:8]([CH3:12])=[CH:7][C:6]=4[C:5]4[CH2:13][N:14]([CH3:17])[CH2:15][CH2:16][C:4]3=4)=[CH:20][CH:21]=2)[CH2:27][CH2:26]1 |f:2.3|. The product is C1(CC1)C1=CC=C(C=N1)C#CN1C2=C(C=3C=C(C=CC13)C)CN(CC2)C (5-(6-cyclopropyl-pyridin-3-ylethynyl)-2,8-dimethyl-2,3,4,5-tetrahydro-1H-pyrido[4,3-b]indole). Run in O (water). Run at temperature 80 celsius. The reactants are C(#C)N1C2=C(C=3C=C(C=CC13)C)CN(CC2)C (5-ethynyl-2,8-dimethyl-2,3,4,5-tetrahydro-1H-pyrido[4,3-b]indole), BrC=1C=CC(=NC1)C1CC1 (5-bromo-2-cyclopropyl-pyridine), dichlorobistriphenylphosphine palladium(II), CCCC[N+](CCCC)(CCCC)CCCC.[F-] (TBAF). Procedure details: A mixture of 5-ethynyl-2,8-dimethyl-2,3,4,5-tetrahydro-1H-pyrido[4,3-b]indole (102 mg, 0.45 mmol), 5-bromo-2-cyclopropyl-pyridine (75 mg, 0.38 mmol), dichlorobistriphenylphosphine palladium(II) (7 mg, 0.0114 mmol) and TBAF.3H2O (359 mg, 1.14 mmol) was heated at 80° C. for min by microwave. After completion of reaction (monitored by TLC), the mixture was poured into water (10 mL) and extracted with EtOAc (2×20 mL). The organic layer was dried over sodium sulfate, concentrated under vacuum to obta... Yield: 6.9%. Starting materials: O (water), FCC=1CS([C@H]2N(C1C(=O)OCC(Cl)(Cl)Cl)C(C2NC(CC2=CC=CC=C2)=O)=O)=O (2,2,2-trichloroethyl 3-fluoromethyl-7-phenylacetamido-3-cephem-4-carboxylate-1-oxide), Cl[Sn]Cl (SnCl2), C(C)(=O)Cl (acetyl chloride). Solvent: CC#N (CH3CN), CN(C)C=O (DMF). Reaction conditions: time 1 hour. Product: FCC=1CS[C@H]2N(C1C(=O)OCC(Cl)(Cl)Cl)C(C2NC(CC2=CC=CC=C2)=O)=O (2,2,2-trichloroethyl 3-fluoromethyl-7-phenylacetamido-3-cephem-4-carboxylate). As a reaction SMILES: [F:1][CH2:2][C:3]1[CH2:4][S:5](=O)[C@@H:6]2[CH:18]([NH:19][C:20](=[O:28])[CH2:21][C:22]3[CH:27]=[CH:26][CH:25]=[CH:24][CH:23]=3)[C:17](=[O:29])[N:7]2[C:8]=1[C:9]([O:11][CH2:12][C:13]([Cl:16])([Cl:15])[Cl:14])=[O:10].Cl[Sn]Cl.C(Cl)(=O)C.O>CC#N.CN(C=O)C>[F:1][CH2:2][C:3]1[CH2:4][S:5][C@@H:6]2[CH:18]([NH:19][C:20](=[O:28])[CH2:21][C:22]3[CH:23]=[CH:24][CH:25]=[CH:26][CH:27]=3)[C:17](=[O:29])[N:7]2[C:8]=1[C:9]([O:11][CH2:12][C:13]([Cl:16])([Cl:15])[Cl:14])=[O:10]. Reported procedure: To a solution of 0.494 g (1.0 mmole) of 2,2,2-trichloroethyl 3-fluoromethyl-7-phenylacetamido-3-cephem-4-carboxylate-1-oxide in 5 ml CH3CN and 2 ml DMF at 0° is added 0.207 g (1.1 mmole) anhydrous SnCl2 and 0.40 g (5 mmole) acetyl chloride and the resulting mixture is stirred at 0° for 1.0 hrs, then at 25° for 1.0 hour, and then poured into water and extracted with ethyl acetate. The ethyl acetate layer is washed with 3% HCl solution, 5% NaHCO3 solution, and water, and then dried (MgSO4) and str... The reactants are [K] (potassium), OC1=CC=C(C=C1)C1=CC=C(C=C1)[N+](=O)[O-] (4-hydroxy-4'-nitrobiphenyl), BrCCCCCCBr (1,6-dibromohexane), C1COCCOCCOCCOCCOCCO1 (18-crown-6 ether). Solvent: C1(=CC=CC=C1)C (toluene). The product is BrCCCCCCOC1=CC=C(C=C1)C1=CC=C(C=C1)[N+](=O)[O-] (4-(6-Bromohexyloxy)-4'-nitrobiphenyl). As a reaction SMILES: [K].[OH:2][C:3]1[CH:8]=[CH:7][C:6]([C:9]2[CH:14]=[CH:13][C:12]([N+:15]([O-:17])=[O:16])=[CH:11][CH:10]=2)=[CH:5][CH:4]=1.[Br:18][CH2:19][CH2:20][CH2:21][CH2:22][CH2:23][CH2:24]Br.C1OCCOCCOCCOCCOCCOC1>C1(C)C=CC=CC=1>[Br:18][CH2:19][CH2:20][CH2:21][CH2:22][CH2:23][CH2:24][O:2][C:3]1[CH:4]=[CH:5][C:6]([C:9]2[CH:14]=[CH:13][C:12]([N+:15]([O-:17])=[O:16])=[CH:11][CH:10]=2)=[CH:7][CH:8]=1 |^1:0|. Reported procedure: To 500 ml of toluene in a 100 ml round bottom flask, fitted with a condenser and magnetic stirrer, are added 7.6 g (0.03M) of the potassium salt of 4-hydroxy-4'-nitrobiphenyl, 36.6 g (0.15M) of 1,6-dibromohexane, and 0.5 g of 18-crown-6 ether. The mixture is refluxed for about 20 hours, and then filtered hot. The solvent is evaporated, and the residual crude product is recrystallized from hexane to provide purified product.